From a dataset of the Open Reaction Database (ORD), a public repository of structured organic reaction records. describe an organic reaction: reactants, conditions, products, and yield Procedure details: 6.4 g 3-Amino-4-methoxy-1-(4-trifluoromethyl-phenyl)-pent-2-en-1-one are dissolved in 25 ml of ethanol, 2.51 ml 4-fluorobenzaldehyde and 3.28 g 5,5-dimethyl-cyclohexane-1,3-dione and 270 mg DL-proline are successively added and the mixture is stirred for 30 minutes at room temperature. Then the mixture is heated for 24 hours to reflux at a dean-stark trap. After cooling to room temperature the solvents are evaporated in vacuo. The residue is chromatographed on silica gel. Reaction conditions: time 30 minute. As a reaction SMILES: [NH2:1][C:2]([CH:16]([O:18][CH3:19])[CH3:17])=[CH:3][C:4]([C:6]1[CH:11]=[CH:10][C:9]([C:12]([F:15])([F:14])[F:13])=[CH:8][CH:7]=1)=[O:5].[F:20][C:21]1[CH:28]=[CH:27][C:24]([CH:25]=O)=[CH:23][CH:22]=1.[CH3:29][C:30]1([CH3:38])[CH2:35][C:34](=[O:36])[CH2:33][C:32](=O)[CH2:31]1.N1CCCC1C(O)=O>C(O)C>[F:20][C:21]1[CH:28]=[CH:27][C:24]([CH:25]2[C:33]3[C:34](=[O:36])[CH2:35][C:30]([CH3:38])([CH3:29])[CH2:31][C:32]=3[NH:1][C:2]([CH:16]([O:18][CH3:19])[CH3:17])=[C:3]2[C:4](=[O:5])[C:6]2[CH:11]=[CH:10][C:9]([C:12]([F:14])([F:15])[F:13])=[CH:8][CH:7]=2)=[CH:23][CH:22]=1. Solvent: C(C)O (ethanol). The reactants are FC1=CC=C(C=O)C=C1 (4-fluorobenzaldehyde), CC1(CC(CC(C1)=O)=O)C (5,5-dimethyl-cyclohexane-1,3-dione), N1C(C(=O)O)CCC1 (DL-proline), NC(=CC(=O)C1=CC=C(C=C1)C(F)(F)F)C(C)OC (3-Amino-4-methoxy-1-(4-trifluoromethyl-phenyl)-pent-2-en-1-one). Product: FC1=CC=C(C=C1)C1C(=C(NC=2CC(CC(C12)=O)(C)C)C(C)OC)C(C1=CC=C(C=C1)C(F)(F)F)=O (4-(4-Fluorophenyl)-2-(1-methoxyethyl)-7,7-dimethyl-3-(4-(trifluoromethyl)benzoyl)-4,6,7,8-tetrahydroquinolin-5(1H)-one). Starting materials: CC(C)(C)OC(=O)N1CCC(=O)C(C)(C)C1, ClCCl, O=C(O)C(F)(F)F. Yields the product CC1(C)CNCCC1=O. RXN SMILES: [C:1]([O:2][C:3](=[O:4])[N:8]1[CH2:9][C:10]([CH3:15])([CH3:16])[C:11](=[O:14])[CH2:12][CH2:13]1)([CH3:5])([CH3:6])[CH3:7].[CH2:24]([Cl:25])[Cl:26].[OH:17][C:18]([C:19]([F:20])([F:21])[F:22])=[O:23]>>[NH:8]1[CH2:9][C:10]([CH3:15])([CH3:16])[C:11](=[O:14])[CH2:12][CH2:13]1. Starting materials: CC(=O)O, [Ce+4], O=[N+]([O-])[O-], O=[N+]([O-])[O-], O=[N+]([O-])[O-], O=[N+]([O-])[O-], O=[N+]([O-])[O-], [NH4+], O, O=C(O)c1cc2c(s1)CCCC2. The product is O=C(O)c1cc2c(s1)C(=O)CCC2. RXN SMILES: [CH3:36][C:37](=[O:38])[OH:39].[Ce+4:18].[N+:14](=[O:15])([O-:16])[O-:17].[N+:20]([O-:21])([O-:22])=[O:23].[N+:24]([O-:25])([O-:26])=[O:27].[N+:28]([O-:29])([O-:30])=[O:31].[N+:32]([O-:33])([O-:34])=[O:35].[NH4+:19].[OH2:13].[s:1]1[c:2]2[c:3]([cH:4][c:5]1[C:6](=[O:7])[OH:8])[CH2:9][CH2:10][CH2:11][CH2:12]2>>[s:1]1[c:2]2[c:3]([cH:4][c:5]1[C:6](=[O:7])[OH:8])[CH2:9][CH2:10][CH2:11][C:12]2=[O:15]. Starting materials: COc1c([N+](=O)[O-])cc(C(C)=O)cc1C(C)(C)C, CCO, CCOC(C)=O, [Cl-], [Fe], [NH4+], O. Yields the product COc1c(N)cc(C(C)=O)cc1C(C)(C)C. Reaction SMILES: [C:1]([CH3:2])([CH3:3])([CH3:4])[c:5]1[cH:6][c:7]([C:16]([CH3:17])=[O:18])[cH:8][c:9]([N+:13]([O-:14])=[O:15])[c:10]1[O:11][CH3:12].[CH3:21][CH2:22][OH:23].[CH3:26][CH2:27][O:28][C:29](=[O:30])[CH3:31].[Cl-:19].[Fe:25].[NH4+:20].[OH2:24]>>[C:1]([CH3:2])([CH3:3])([CH3:4])[c:5]1[cH:6][c:7]([C:16]([CH3:17])=[O:18])[cH:8][c:9]([NH2:13])[c:10]1[O:11][CH3:12]. Product: C1CNCCC=2C=CC=C3C=4CCCCC4N1C23 (2,3,4,5,9,10,11,12-Octahydro-1H-[1,4]diazocino[7,8,1-jk]carbazole). RXN SMILES: C[N:2]1[CH2:19][CH2:18][C:7]2[CH:8]=[CH:9][CH:10]=[C:11]3[C:12]4[CH2:13][CH2:14][CH2:15][CH2:16][C:17]=4[N:5]([C:6]=23)[CH2:4][CH2:3]1.ClC(OC(Cl)C)=O>ClC(Cl)C>[CH2:4]1[N:5]2[C:6]3[C:11]([C:12]4[CH2:13][CH2:14][CH2:15][CH2:16][C:17]=42)=[CH:10][CH:9]=[CH:8][C:7]=3[CH2:18][CH2:19][NH:2][CH2:3]1. Reported procedure: To a solution of 3-methyl-2,3,4,5,9,10,11,12-octahydro-1H-[1,4]diazocino[7,8,1-jk]carbazole (0.20 g, 0.79 mmole) in dichloroethane (15 mL) was added 1-chloroethyl chloroformate (0.80 mL, 7.2 mmole) and the solution refluxed for 24 hours under nitrogen. The reaction mixture was cooled to room temperature and the solvent removed in vacuo and replaced with methanol (100 mL) and refluxed for another 3 hours under nitrogen. The solvent was removed in vacuo and the residue purified by flash column chr... Reactants: CN1CCN2C3=C(C=CC=C3C=3CCCCC23)CC1 (3-methyl-2,3,4,5,9,10,11,12-octahydro-1H-[1,4]diazocino[7,8,1-jk]carbazole), ClC(=O)OC(C)Cl (1-chloroethyl chloroformate). Run in ClC(C)Cl (dichloroethane). The yield is 52.7%. Starting materials: ICCCC (1-iodobutane), C(CCCCCC)NC(N(C)C=1C=C(C=CC1)C1=C(C=C(C=C1)CCC(=O)OC)O)=O (methyl 3-[3′-(3-heptyl-1-methylureido)-2-hydroxybiphenyl-4-yl]propanoate), C([O-])([O-])=O.[K+].[K+] (potassium carbonate). The solvent is C(C)C(=O)C (methyl ethyl ketone). The product is C(CCC)OC1=C(C=CC(=C1)CCC(=O)OC)C1=CC(=CC=C1)N(C(=O)NCCCCCCC)C (methyl 3-[2-butoxy-3′-(3-heptyl-1-methylureido)biphenyl-4-yl]propanoate). As a reaction SMILES: I[CH2:2][CH2:3][CH2:4][CH3:5].[CH2:6]([NH:13][C:14](=[O:36])[N:15]([C:17]1[CH:18]=[C:19]([C:23]2[CH:28]=[CH:27][C:26]([CH2:29][CH2:30][C:31]([O:33][CH3:34])=[O:32])=[CH:25][C:24]=2[OH:35])[CH:20]=[CH:21][CH:22]=1)[CH3:16])[CH2:7][CH2:8][CH2:9][CH2:10][CH2:11][CH3:12].C(=O)([O-])[O-].[K+].[K+]>C(C(C)=O)C>[CH2:2]([O:35][C:24]1[CH:25]=[C:26]([CH2:29][CH2:30][C:31]([O:33][CH3:34])=[O:32])[CH:27]=[CH:28][C:23]=1[C:19]1[CH:20]=[CH:21][CH:22]=[C:17]([N:15]([CH3:16])[C:14]([NH:13][CH2:6][CH2:7][CH2:8][CH2:9][CH2:10][CH2:11][CH3:12])=[O:36])[CH:18]=1)[CH2:3][CH2:4][CH3:5] |f:2.3.4|. Procedure: In a manner similar to that of Example (25a), by reaction of 114 μL (1.0 mmol, 1.5 eq) of 1-iodobutane and 285 mg (0.67 mmol, 1 eq) of methyl 3-[3′-(3-heptyl-1-methylureido)-2-hydroxybiphenyl-4-yl]propanoate (prepared in Example 15f) in 6 ml of methyl ethyl ketone in the presence of 200 mg of potassium carbonate, methyl 3-[2-butoxy-3′-(3-heptyl-1-methylureido)biphenyl-4-yl]propanoate is obtained in oil form and is used in the following reaction without further purification. The reactants are ClCCl, CCOCC, CC#N, Cl, NCCCN1CCCC(Cc2ccc(F)cc2)C1, Cn1nnnc1-c1ccc(NC(=O)Oc2ccccc2)cc1. RXN SMILES: [CH2:50]([Cl:51])[Cl:52].[CH3:42][CH2:43][O:44][CH2:45][CH3:46].[CH3:47][C:48]#[N:49].[ClH:41].[F:1][c:2]1[cH:3][cH:4][c:5]([CH2:8][CH:9]2[CH2:10][N:11]([CH2:15][CH2:16][CH2:17][NH2:18])[CH2:12][CH2:13][CH2:14]2)[cH:6][cH:7]1.[c:19]1([O:25][C:26](=[O:20])[NH:27][c:28]2[cH:29][cH:30][c:31](-[c:34]3[n:35][n:36][n:37][n:38]3[CH3:39])[cH:32][cH:33]2)[cH:21][cH:22][cH:23][cH:24][cH:40]1>>[F:1][c:2]1[cH:3][cH:4][c:5]([CH2:8][CH:9]2[CH2:10][N:11]([CH2:15][CH2:16][CH2:17][NH:18][C:26](=[O:25])[NH:27][c:28]3[cH:29][cH:30][c:31](-[c:34]4[n:35][n:36][n:37][n:38]4[CH3:39])[cH:32][cH:33]3)[CH2:12][CH2:13][CH2:14]2)[cH:6][cH:7]1. The product is Cn1nnnc1-c1ccc(NC(=O)NCCCN2CCCC(Cc3ccc(F)cc3)C2)cc1.